This data is from the Open Reaction Database (ORD), a public repository of structured organic reaction records. The task is: describe an organic reaction: reactants, conditions, products, and yield Starting materials: O1CCOC2=C1C=CC=C2OCC2CO2 (1-(benzodioxan-5-yloxy)-2,3-epoxypropane), C(CN)N (ethylenediamine). The product is NCCNCC(COC1=CC=CC=2OCCOC21)O (3-β-aminoethylamino-1-(benzodioxan-5-yloxy)-2-propanol). Reaction SMILES: [O:1]1[C:6]2[CH:7]=[CH:8][CH:9]=[C:10]([O:11][CH2:12][CH:13]3[O:15][CH2:14]3)[C:5]=2[O:4][CH2:3][CH2:2]1.[CH2:16]([NH2:19])[CH2:17][NH2:18]>>[NH2:18][CH2:17][CH2:16][NH:19][CH2:14][CH:13]([OH:15])[CH2:12][O:11][C:10]1[C:5]2[O:4][CH2:3][CH2:2][O:1][C:6]=2[CH:7]=[CH:8][CH:9]=1. Reported procedure: A mixture of 20.8 g. of 1-(benzodioxan-5-yloxy)-2,3-epoxypropane and 120 g. of ethylenediamine is heated at 90° C. for 18 hours and is then evaporated to dryness under reduced pressure. The residue is stirred with 100 ml. of water and the mixture is extracted four times with 100 ml. of chloroform each time. The combined chloroform extracts are dried and evaporated to dryness under reduced pressure and there is thus obtained as residue 3-β-aminoethylamino-1-(benzodioxan-5-yloxy)-2-propanol. The reactants are C(C1=CC=CC=C1)O[C@H]1[C@@H](OC)O[C@@H]([C@H]([C@@H]1OCC1=CC=CC=C1)OCC1=CC=CC=C1)COCC1=CC=CC=C1 (Methyl 2,3,4,6-tetra-O-benzyl-α-D-glucopyranoside), S(O)(O)(=O)=O (sulfuric acid). Run in C(C)(=O)O (acetic acid), C(C)(=O)O (acetic acid). Yields the product C(C1=CC=CC=C1)O[C@H]1[C@@H](O)O[C@@H]([C@H]([C@@H]1OCC1=CC=CC=C1)OCC1=CC=CC=C1)COCC1=CC=CC=C1 (2,3,4,6-Tetra-O-benzyl-α-D-glucopyranose). The yield is 53.3%. RXN SMILES: [CH2:1]([O:8][C@@H:9]1[C@@H:16]([O:17][CH2:18][C:19]2[CH:24]=[CH:23][CH:22]=[CH:21][CH:20]=2)[C@H:15]([O:25][CH2:26][C:27]2[CH:32]=[CH:31][CH:30]=[CH:29][CH:28]=2)[C@@H:14]([CH2:33][O:34][CH2:35][C:36]2[CH:41]=[CH:40][CH:39]=[CH:38][CH:37]=2)[O:13][C@@H:10]1[O:11]C)[C:2]1[CH:7]=[CH:6][CH:5]=[CH:4][CH:3]=1.S(=O)(=O)(O)O>C(O)(=O)C>[CH2:1]([O:8][C@@H:9]1[C@@H:16]([O:17][CH2:18][C:19]2[CH:24]=[CH:23][CH:22]=[CH:21][CH:20]=2)[C@H:15]([O:25][CH2:26][C:27]2[CH:28]=[CH:29][CH:30]=[CH:31][CH:32]=2)[C@@H:14]([CH2:33][O:34][CH2:35][C:36]2[CH:37]=[CH:38][CH:39]=[CH:40][CH:41]=2)[O:13][C@@H:10]1[OH:11])[C:2]1[CH:3]=[CH:4][CH:5]=[CH:6][CH:7]=1. Procedure: The crude methyl 2,3,4,6-tetra-O-benzyl-D-glucopyranoside 10 (210 g) is dissolved in glacial acetic acid (500 mL) and the solution is heated to nearly boiling. Hot sulfuric acid solution (3N, 130 mL) is added slowly. Heat is periodically increased and more acetic acid (20 mL) is added to dissolve any precipitate. The final cloudy solution is heated at 100°-110° C. for 2 h. After cooling, crude crystalline product is isolated by filtration and washed several times with methanol to yield product 1...